From a dataset of the Open Reaction Database (ORD), a public repository of structured organic reaction records. describe an organic reaction: reactants, conditions, products, and yield Starting materials: C(C(C)C)[Si](OC)(OC)OC (isobutyltrimethoxysilane), [OH-].[K+] (potassium hydroxide), hydrocarbon, CC(C[Si](OC)(OC)OC)C (2-methyl-1-propyltrimethoxysilane), C[Si](OC)(OC)OC (methyltrimethoxysilane). The solvent is O (water), O (water), O (water), O (water). The product is C[Si](OC)(OC)OC.C(C(C)C)[Si](OC)(OC)OC.[OH-].[K+] (methyltrimethoxysilane isobutyltrimethoxysilane KOH). Reaction SMILES: [CH2:1]([Si:5]([O:10][CH3:11])([O:8][CH3:9])[O:6][CH3:7])[CH:2]([CH3:4])[CH3:3].C[Si](OC)(OC)[O:14]C.[OH-].[K+:21]>O>[CH3:1][Si:5]([O:10][CH3:11])([O:8][CH3:9])[O:6][CH3:7].[CH2:1]([Si:5]([O:10][CH3:11])([O:6][CH3:7])[O:8][CH3:9])[CH:2]([CH3:4])[CH3:3].[OH-:14].[K+:21] |f:2.3,5.6.7.8|. Procedure: A 500 ml 5-neck round-bottom flask rendered inert with nitrogen and equipped with paddle stirrer, dropping funnel, thermometer, and water separator with reflux condenser is charged—in an oil bath at 40° C.—with 28 g (0.157 mol) of isobutyltrimethoxysilane (=2-methyl-1-propyltrimethoxysilane, available commercially from abcr GmbH & Co. KG), 21.8 g (0.157 mol) of methyltrimethoxysilane (available commercially from Wacker Chemie AG), and 66 g of Isopar E (isoparaffinic hydrocarbon mixture with a bo... Starting materials: COC(CC(C[C@@](CCC1=CC=CC=C1)(C1=CC=CC=C1)O)=O)=O ((S)-5-hydroxy-3-oxo-5,7-diphenyl-heptanoic acid methyl ester). Run in [OH-].[Na+] (NaOH). Conditions: time 2 hour. Yields the product OC1=CC(O[C@@](C1)(C1=CC=CC=C1)CCC1=CC=CC=C1)=O ((S)-4-Hydroxy-6-phenethyl-6-phenyl-5,6-dihydro-pyran-2-one). As a reaction SMILES: C[O:2][C:3](=[O:24])[CH2:4][C:5](=[O:23])[CH2:6][C@:7](O)([C:16]1[CH:21]=[CH:20][CH:19]=[CH:18][CH:17]=1)[CH2:8][CH2:9][C:10]1[CH:15]=[CH:14][CH:13]=[CH:12][CH:11]=1>[OH-].[Na+]>[OH:23][C:5]1[CH2:6][C@@:7]([CH2:8][CH2:9][C:10]2[CH:11]=[CH:12][CH:13]=[CH:14][CH:15]=2)([C:16]2[CH:17]=[CH:18][CH:19]=[CH:20][CH:21]=2)[O:24][C:3](=[O:2])[CH:4]=1 |f:1.2|. Procedure details: The title compound was prepared as described in General Method 7 using 0.46 g (1.41 mmol) of (S)-5-hydroxy-3-oxo-5,7-diphenyl-heptanoic acid methyl ester from Example CC and 0.1N NaOH (450 mL). The reaction was stirred for 2 hours at room temperature then extracted with Et2O. The aqueous layer was decanted and acidified with 1N HCL, extracted with EtOAc, dried (MgSO4), and concentrated. Purification by silica gel chromatography, eluting with MeOH:CH2Cl2 (2:98) gave the title compound. 1H NMR (CD... Reactants: ClC=1C=C(C=CC1C)S(=O)(=O)Cl (3-chloro-4-methyl-benzenesulfonyl chloride), COC(CC1=C(NC2=NC=CC=C21)C)=O ((2-methyl-1H-pyrrolo[2,3-b]pyridin-3-yl)-acetic acid methyl ester), CCN(CC)P1(=NC(C)(C)C)N(CCCN1C)C (BEMP). Solvent: CN(C)C=O (DMF), CN(C)C=O (DMF), CN(C)C=O (DMF). Conditions: time 1 hour. The product is COC(CC1=C(N(C2=NC=CC=C21)S(=O)(=O)C2=CC(=C(C=C2)C)Cl)C)=O ([1-(3-chloro-4-methyl-benzenesulfonyl)-2-methyl-1H-pyrrolo[2,3-b]pyridin-3-yl]-acetic acid methyl ester). RXN SMILES: [CH3:1][O:2][C:3](=[O:15])[CH2:4][C:5]1[C:13]2[C:8](=[N:9][CH:10]=[CH:11][CH:12]=2)[NH:7][C:6]=1[CH3:14].CCN(P1(N(C)CCCN1C)=NC(C)(C)C)CC.[Cl:34][C:35]1[CH:36]=[C:37]([S:42](Cl)(=[O:44])=[O:43])[CH:38]=[CH:39][C:40]=1[CH3:41]>CN(C=O)C>[CH3:1][O:2][C:3](=[O:15])[CH2:4][C:5]1[C:13]2[C:8](=[N:9][CH:10]=[CH:11][CH:12]=2)[N:7]([S:42]([C:37]2[CH:38]=[CH:39][C:40]([CH3:41])=[C:35]([Cl:34])[CH:36]=2)(=[O:43])=[O:44])[C:6]=1[CH3:14]. Procedure details: To a solution of (2-methyl-1H-pyrrolo[2,3-b]pyridin-3-yl)-acetic acid methyl ester (0.06 g, 0.294 mmol) in DMF (0.5 mL) is added a solution of BEMP (0.136 mL, 0.47 mmol) in DMF (0.5 mL). After 1 hour, a solution of 3-chloro-4-methyl-benzenesulfonyl chloride (0.105 g, 0.47 mmol) in DMF (0.5 mL) is added. The reaction mixture is stirred at room temperature overnight, then concentrated under reduced pressure to a minimum volume. The residue is loaded on a pre-packed Isolute™ silica column and elute... Starting materials: C([O-])([O-])=O.[Na+].[Na+] (sodium carbonate), [N+](=O)([O-])C1=C(C=CC=C1)N1C(=CC=C1)CC(=O)OCC (1-(2-nitrophenyl)-2-pyrroleacetic acid, ethyl ester), O.O.[Cl-] (chloride dihydrate). Solvent: C(C)O (ethanol), Cl (hydrochloric acid). Conditions: time 5 hour. Product: C1=CC=CC=2NC(CC=3N(C21)C=CC3)=O (6,7-Dihydro-5H-pyrrolo[1,2-a][1,5]benzodiazepin-6-one). Isolated yield 100.9%. RXN SMILES: [N+:1]([C:4]1[CH:9]=[CH:8][CH:7]=[CH:6][C:5]=1[N:10]1[CH:14]=[CH:13][CH:12]=[C:11]1[CH2:15][C:16]([O:18]CC)=O)([O-])=O.O.O.[Cl-].C(=O)([O-])[O-].[Na+].[Na+]>C(O)C.Cl>[CH:6]1[C:5]2[N:10]3[CH:14]=[CH:13][CH:12]=[C:11]3[CH2:15][C:16](=[O:18])[NH:1][C:4]=2[CH:9]=[CH:8][CH:7]=1 |f:1.2.3,4.5.6|. Procedure: To a solution of 0.8 mmol of 1-(2-nitrophenyl)-2-pyrroleacetic acid, ethyl ester in 3 ml of ethanol is added stannus chloride dihydrate (SnCl2.2H2O) in 2 ml of concentrated hydrochloric acid (with cooling in water bath). The mixture is stirred at room temperature for 5 hours and chilled in an ice bath. To the mixture is added slowly saturated sodium carbonate solution. The solid which precipitates is filtered and the solid washed with water and then extracted with ethyl acetate. The ethyl acetat...